This data is from the Open Reaction Database (ORD), a public repository of structured organic reaction records. The task is: describe an organic reaction: reactants, conditions, products, and yield Starting materials: C(C)(=O)O[BH-](OC(C)=O)OC(C)=O.[Na+] (Sodium triacetoxyborohydride), NC=1C=C(C(=O)NC(C)C)C=CC1N1CCC(CC1)N1C(OCC2=C1C=CC=C2)=O (3-Amino-N-(1-methylethyl)-4-[4-(2-oxo-2H-3,1-benzoxazin-1(4H)-yl)piperidin-1-yl]benzamide), C(C)=O (acetaldehyde). Reagents/catalysts: C(C)(=O)O (acetic acid). Solvent: CN(C=O)C (N,N-dimethylformamide), O (water). Run at time 16 hour. Yields the product C(C)NC=1C=C(C(=O)NC(C)C)C=CC1N1CCC(CC1)N1C(OCC2=C1C=CC=C2)=O (3-(Ethylamino)-N-(1-methylethyl)-4-[4-(2-oxo-2H-3,1-benzoxazin-1(4H)-yl)piperidin-1-yl]benzamide). As a reaction SMILES: [C:1](O[BH-](OC(=O)C)OC(=O)C)(=O)[CH3:2].[Na+].[NH2:15][C:16]1[CH:17]=[C:18]([CH:25]=[CH:26][C:27]=1[N:28]1[CH2:33][CH2:32][CH:31]([N:34]2[C:39]3[CH:40]=[CH:41][CH:42]=[CH:43][C:38]=3[CH2:37][O:36][C:35]2=[O:44])[CH2:30][CH2:29]1)[C:19]([NH:21][CH:22]([CH3:24])[CH3:23])=[O:20].C(=O)C>C(O)(=O)C.CN(C)C=O.O>[CH2:1]([NH:15][C:16]1[CH:17]=[C:18]([CH:25]=[CH:26][C:27]=1[N:28]1[CH2:29][CH2:30][CH:31]([N:34]2[C:39]3[CH:40]=[CH:41][CH:42]=[CH:43][C:38]=3[CH2:37][O:36][C:35]2=[O:44])[CH2:32][CH2:33]1)[C:19]([NH:21][CH:22]([CH3:24])[CH3:23])=[O:20])[CH3:2] |f:0.1|. Procedure: Sodium triacetoxyborohydride (0.1 g) was added to a solution of the product from example 160 (0.1 g), acetaldehyde (0.015 ml), acetic acid (1 drop) in N,N-dimethylformamide (10 ml). The reaction mixture was stirred at room temperature for 16 h. The mixture was diluted with water, extracted with ethyl acetate, dried, and evaporated under reduced pressure. Yield 0.035 g.